Dataset: the Open Reaction Database (ORD), a public repository of structured organic reaction records. Task: describe an organic reaction: reactants, conditions, products, and yield Reactants: O=C(O)c1ccc(CBr)cc1, CC(C)=O, [N-]=[N+]=[N-], [Na+], O. Product: [N-]=[N+]=NCc1ccc(C(=O)O)cc1. As a reaction SMILES: [Br:1][CH2:2][c:3]1[cH:4][cH:5][c:6]([C:7](=[O:8])[OH:9])[cH:10][cH:11]1.[CH3:16][C:17](=[O:18])[CH3:19].[N-:12]=[N+:13]=[N-:14].[Na+:15].[OH2:20]>>[CH2:2]([c:3]1[cH:4][cH:5][c:6]([C:7](=[O:8])[OH:9])[cH:10][cH:11]1)[N:12]=[N+:13]=[N-:14]. Reported procedure: Prepared according to procedures described above, by reacting 2,2,2-trifluoroethanesulfonyl chloride with N—((S)-1-(((S)-1-(((2S,4R)-4,5-dihydroxy-4-methyl-3-oxo-1-phenylpentan-2-yl)amino)-3-methoxy-1-oxopropan-2-yl)amino)-3-methoxy-1-oxopropan-2-yl)-2-methylthiazole-5-carboxamide. MS for C27H35F3N4O10S2 m/z: 697 (M+H)+. Reaction SMILES: [F:1][C:2]([F:9])([F:8])[CH2:3][S:4](Cl)(=[O:6])=[O:5].[OH:10][C@:11]([CH3:47])([CH2:45][OH:46])[C:12](=[O:44])[C@@H:13]([NH:21][C:22](=[O:43])[C@@H:23]([NH:27][C:28](=[O:42])[C@@H:29]([NH:33][C:34]([C:36]1[S:40][C:39]([CH3:41])=[N:38][CH:37]=1)=[O:35])[CH2:30][O:31][CH3:32])[CH2:24][O:25][CH3:26])[CH2:14][C:15]1[CH:20]=[CH:19][CH:18]=[CH:17][CH:16]=1>>[F:1][C:2]([F:9])([F:8])[CH2:3][S:4]([O:46][CH2:45][C@:11]([OH:10])([CH3:47])[C:12](=[O:44])[C@@H:13]([NH:21][C:22](=[O:43])[C@@H:23]([NH:27][C:28](=[O:42])[C@@H:29]([NH:33][C:34]([C:36]1[S:40][C:39]([CH3:41])=[N:38][CH:37]=1)=[O:35])[CH2:30][O:31][CH3:32])[CH2:24][O:25][CH3:26])[CH2:14][C:15]1[CH:16]=[CH:17][CH:18]=[CH:19][CH:20]=1)(=[O:6])=[O:5]. Yields the product FC(CS(=O)(=O)OC[C@@](C([C@H](CC1=CC=CC=C1)NC([C@H](COC)NC([C@H](COC)NC(=O)C1=CN=C(S1)C)=O)=O)=O)(C)O)(F)F ((2R,4S)-2-Hydroxy-4-((S)-3-methoxy-2-((S)-3-methoxy-2-(2-methylthiazole-5-carboxamido)propanamido)propanamido)-2-methyl-3-oxo-5-phenylpentyl 2,2,2-trifluoroethanesulfonate). Starting materials: FC(CS(=O)(=O)Cl)(F)F (2,2,2-trifluoroethanesulfonyl chloride), O[C@@](C([C@H](CC1=CC=CC=C1)NC([C@H](COC)NC([C@H](COC)NC(=O)C1=CN=C(S1)C)=O)=O)=O)(CO)C (N—((S)-1-(((S)-1-(((2S,4R)-4,5-dihydroxy-4-methyl-3-oxo-1-phenylpentan-2-yl)amino)-3-methoxy-1-oxopropan-2-yl)amino)-3-methoxy-1-oxopropan-2-yl)-2-methylthiazole-5-carboxamide). Reaction SMILES: [O:1]=[C:2]1[CH2:7][CH2:6][N:5]([C:8]2[C:13]([F:14])=[CH:12][C:11]([N:15]3[CH2:19][C@H:18]([CH2:20][NH:21][C:22](=[O:24])[CH3:23])[O:17][C:16]3=[O:25])=[CH:10][C:9]=2[F:26])[CH2:4][CH2:3]1.[CH2:27](O)[CH2:28][OH:29].C1(C)C=CC(S(O)(=O)=O)=CC=1>C1(C)C=CC=CC=1>[O:29]1[C:2]2([CH2:3][CH2:4][N:5]([C:8]3[C:13]([F:14])=[CH:12][C:11]([N:15]4[CH2:19][C@H:18]([CH2:20][NH:21][C:22](=[O:24])[CH3:23])[O:17][C:16]4=[O:25])=[CH:10][C:9]=3[F:26])[CH2:6][CH2:7]2)[O:1][CH2:27][CH2:28]1. Reported procedure: The compound was prepared by reacting (S)—N-{3-[4-(4-oxo-piperidin-1-yl)-3,5-difluorophenyl]-2-oxo-oxazolidin-5-ylmethyl}-acetamide (0.5 mmol), ethylene glycol (0.5 mmol), p-toluene sulfonic acid (0.3 mmol) in toluene and by purifying on silica gel column chromatography to provide title compound in 77% yield. Reactants: O=C1CCN(CC1)C1=C(C=C(C=C1F)N1C(O[C@H](C1)CNC(C)=O)=O)F ((S)—N-{3-[4-(4-oxo-piperidin-1-yl)-3,5-difluorophenyl]-2-oxo-oxazolidin-5-ylmethyl}-acetamide), C(CO)O (ethylene glycol), C1(=CC=C(C=C1)S(=O)(=O)O)C (p-toluene sulfonic acid). The product is O1CCOC12CCN(CC2)C2=C(C=C(C=C2F)N2C(O[C@H](C2)CNC(C)=O)=O)F ((S)—N-{3-[4-(1,4-dioxa-8-aza-spiro[4.5]dec-8-yl)-3,5-difluorophenyl]-2-oxo-oxazolidin-5-ylmethyl}-acetamide). The yield is 77.0%. Run in C1(=CC=CC=C1)C (toluene). The reactants are CC1=C(C=C(C=C1)C1OCCO1)SC (2-[4-methyl-3-(methylsulfanyl)phenyl]-1.3-dioxolane), C([O-])(O)=O.[Na+] (sodium bicarbonate). Solvent: C(C)#N (acetonitrile), C(C)(=O)OCC (ethyl acetate). Run at time 2 hour. Yields the product CC1=C(C=C(C=O)C=C1)SC (4-methyl-3-(methylsulfanyl)benzaldehyde). The yield is 98.8%. Reaction SMILES: [CH3:1][C:2]1[CH:7]=[CH:6][C:5]([CH:8]2OCC[O:9]2)=[CH:4][C:3]=1[S:13][CH3:14].C(=O)(O)[O-].[Na+]>C(#N)C.C(OCC)(=O)C>[CH3:1][C:2]1[CH:7]=[CH:6][C:5]([CH:8]=[O:9])=[CH:4][C:3]=1[S:13][CH3:14] |f:1.2|. Procedure: To a solution of the product from Example 226B (1.4 g, 6.7 mmol) in acetonitrile (50 mL) was added 2.OM HCI (50 mL) and the reaction mixture was allowed to stir for 2 hours at room temperature. The reaction mixture was poured onto a mixture of ice and saturated aqueous sodium bicarbonate, diluted with ethyl acetate, and the layers were separated. The organic layer was dried (Na2SO4), concentrated, and purified by flash chromatography (hexanes/ethyl acetate 5:1) to provide 1,1 g of the title comp... The reactants are CCc1c(I)[nH]c(C=O)c1C(=O)OC, C#CC[Si](C)(C)C, [Cu]I, O=C(C=Cc1ccccc1)C=Cc1ccccc1, O=C(C=Cc1ccccc1)C=Cc1ccccc1, O=C(C=Cc1ccccc1)C=Cc1ccccc1, C1COCCO1, [Pd], [Pd]. Yields the product CCc1c(C#CC[Si](C)(C)C)[nH]c(C=O)c1C(=O)OC. As a reaction SMILES: [CH2:8]([CH3:9])[c:10]1[c:11]([C:18](=[O:19])[O:20][CH3:21])[c:12]([CH:16]=[O:17])[nH:13][c:14]1[I:15].[CH3:1][Si:2]([CH2:3][C:4]#[CH:5])([CH3:6])[CH3:7].[Cu:78][I:79].[O:24]=[C:25]([CH:26]=[CH:27][c:28]1[cH:29][cH:30][cH:31][cH:32][cH:33]1)[CH:34]=[CH:35][c:36]1[cH:37][cH:38][cH:39][cH:40][cH:41]1.[O:42]=[C:43]([CH:44]=[CH:45][c:46]1[cH:47][cH:48][cH:49][cH:50][cH:51]1)[CH:52]=[CH:53][c:54]1[cH:55][cH:56][cH:57][cH:58][cH:59]1.[O:60]=[C:61]([CH:62]=[CH:63][c:64]1[cH:65][cH:66][cH:67][cH:68][cH:69]1)[CH:70]=[CH:71][c:72]1[cH:73][cH:74][cH:75][cH:76][cH:77]1.[O:80]1[CH2:81][CH2:82][O:83][CH2:84][CH2:85]1.[Pd:22].[Pd:23]>>[CH3:1][Si:2]([CH2:3][C:4]#[C:5][c:14]1[c:10]([CH2:8][CH3:9])[c:11]([C:18](=[O:19])[O:20][CH3:21])[c:12]([CH:16]=[O:17])[nH:13]1)([CH3:6])[CH3:7].